This data is from the Open Reaction Database (ORD), a public repository of structured organic reaction records. The task is: describe an organic reaction: reactants, conditions, products, and yield RXN SMILES: [F:1][C:2]1[CH:3]=[C:4]([C:8]2[C:17]([CH:18]=[O:19])=[CH:16][C:15]3[C:10](=[CH:11][CH:12]=[CH:13][N:14]=3)[N:9]=2)[CH:5]=[CH:6][CH:7]=1.O1CCC[CH2:21]1.C[Mg]Br.C(OCC)C>>[F:1][C:2]1[CH:3]=[C:4]([C:8]2[C:17]([CH:18]([OH:19])[CH3:21])=[CH:16][C:15]3[C:10](=[CH:11][CH:12]=[CH:13][N:14]=3)[N:9]=2)[CH:5]=[CH:6][CH:7]=1. The product is FC=1C=C(C=CC1)C1=NC2=CC=CN=C2C=C1C(C)O (1-(2-(3-fluorophenyl)-1,5-naphthyridin-3-yl)ethanol). Reaction conditions: time 2.5 hour. Starting materials: FC=1C=C(C=CC1)C1=NC2=CC=CN=C2C=C1C=O (2-(3-fluorophenyl)-1,5-naphthyridine-3-carbaldehyde), O1CCCC1 (tetrahydrofuran), C[Mg]Br (methylmagnesium bromide), C(C)OCC (diethyl ether). Reported procedure: To a stirring mixture of 2-(3-fluorophenyl)-1,5-naphthyridine-3-carbaldehyde (0.0293 g, 0.116 mmol) in tetrahydrofuran (2.00 mL, 0.116 mmol) was added methylmagnesium bromide 3M in diethyl ether (0.0581 mL, 0.174 mmol) dropwise at 0° C. and the mixture was allowed to warm to room temperature with stirring. After 2.5 h, the reaction was quenched with saturated aq. NH4Cl (20 mL) and extracted with EtOAc (30 mL×2). The combined organic layers were washed with brine (30 mL×3), dried over Na2SO4, fil... Starting materials: NC=1N=CC2=C(N1)NC(C(=C2)C2=C(C=CC=C2Cl)Cl)=O (2-amino-6-(2,6-dichlorophenyl)-pyrido[2,3-d]pyrimidin-7(8H)-one), [H-].[Na+] (NaH), BrCC1=C(C=CC=C1Cl)Cl (α-Bromo-2,6-dichlorotoluene). Solvent: CN(C=O)C (dimethylformamide). Conditions: temperature 70 celsius, time 30 minute. Product: NC=1N=CC2=C(N1)N(C(C(=C2)C2=C(C=CC=C2Cl)Cl)=O)CC2=C(C=CC=C2Cl)Cl (2-amino-8-(2,6-dichlorobenzyl)-6-(2,6-dichlorophenyl)-8H-pyrido[2,3-d]pyrimidin-7-one). The yield is 35.3%. RXN SMILES: [H-].[Na+].[NH2:3][C:4]1[N:5]=[CH:6][C:7]2[CH:13]=[C:12]([C:14]3[C:19]([Cl:20])=[CH:18][CH:17]=[CH:16][C:15]=3[Cl:21])[C:11](=[O:22])[NH:10][C:8]=2[N:9]=1.Br[CH2:24][C:25]1[C:30]([Cl:31])=[CH:29][CH:28]=[CH:27][C:26]=1[Cl:32]>CN(C)C=O>[NH2:3][C:4]1[N:5]=[CH:6][C:7]2[CH:13]=[C:12]([C:14]3[C:15]([Cl:21])=[CH:16][CH:17]=[CH:18][C:19]=3[Cl:20])[C:11](=[O:22])[N:10]([CH2:24][C:25]3[C:30]([Cl:31])=[CH:29][CH:28]=[CH:27][C:26]=3[Cl:32])[C:8]=2[N:9]=1 |f:0.1|. Procedure: To a suspension of NaH (60% in mineral oil, 36 mg) in 8 mL of dimethylformamide was added 2-amino-6-(2,6-dichlorophenyl)-pyrido[2,3-d]pyrimidin-7(8H)-one (208 mg, 0.68 mmol). The mixture was heated at 70° C. for 10 minutes and then at 50° C. for 30 minutes, resulting in a clear solution. α-Bromo-2,6-dichlorotoluene (215 mg, 0.90 mmol) was added, and the reaction mixture was heated at 50° C. for 25 minutes, then poured onto ice water. The resulting precipitate was removed by filtration and washed... The reactants are CC1(OC2=C(C1)C(=C(C(=C2C)C)N)C)CN2CCC(CC2)OCC=CC2=CC=CC=C2 (2,3-dihydro-2,4,6,7-tetramethyl-2-[[4-[(3-phenyl-2-propenyl)oxy]-1-piperidinyl]methyl]-5-benzofuranamine). Reagents/catalysts: [Pd] (palladium on carbon). The solvent is O1CCCC1 (tetrahydrofuran). Run at time 1 hour. The product is CC1(OC2=C(C1)C(=C(C(=C2C)C)N)C)CN2CCC(CC2)OCCCC2=CC=CC=C2 (2,3-Dihydro-2,4,6,7-tetramethyl-2-[[4-[(3-phenylpropyl) oxy]-1-piperidinyl]methyl]-5-benzofuranamine). Isolated yield 29.9%. RXN SMILES: [CH3:1][C:2]1([CH2:15][N:16]2[CH2:21][CH2:20][CH:19]([O:22][CH2:23][CH:24]=[CH:25][C:26]3[CH:31]=[CH:30][CH:29]=[CH:28][CH:27]=3)[CH2:18][CH2:17]2)[CH2:6][C:5]2[C:7]([CH3:14])=[C:8]([NH2:13])[C:9]([CH3:12])=[C:10]([CH3:11])[C:4]=2[O:3]1>[Pd].O1CCCC1>[CH3:1][C:2]1([CH2:15][N:16]2[CH2:21][CH2:20][CH:19]([O:22][CH2:23][CH2:24][CH2:25][C:26]3[CH:27]=[CH:28][CH:29]=[CH:30][CH:31]=3)[CH2:18][CH2:17]2)[CH2:6][C:5]2[C:7]([CH3:14])=[C:8]([NH2:13])[C:9]([CH3:12])=[C:10]([CH3:11])[C:4]=2[O:3]1. Procedure details: A suspension of 2,3-dihydro-2,4,6,7-tetramethyl-2-[[4-[(3-phenyl-2-propenyl)oxy]-1-piperidinyl]methyl]-5-benzofuranamine (1.2 g) and 5% palladium on carbon (0.23 g) in tetrahydrofuran (10 mL) was stirred under hydrogen atmosphere at room temperature for 1 hour. The catalyst was then filtered off and the filtrate was concentrated under reduced pressure. The residue was crystallized from hexane to provide 0.36 g of the title compound. Yield 31%. Reactants: COC(=O)NC1=CC=C2NC=C(CCNC(C)=O)C2=C1 (5-methoxycarbonylamino-N-acetyltryptamine), BrN1C(CCC1=O)=O (N-bromosuccinimide), [OH-].[Na+] (sodium hydroxide). Solvent: CO.C(Cl)(Cl)Cl (methanol chloroform), C(C)(=O)O (acetic acid). Yields the product COC(NC=1C=C2C(=C(NC2=CC1)Br)CCNC(C)=O)=O ([3-(2-Acetylamino-ethyl)-2-bromo-1H-indol-5-yl]-carbamic Acid Methyl Ester). As a reaction SMILES: [CH3:1][O:2][C:3]([NH:5][C:6]1[CH:20]=[C:19]2[C:9]([NH:10][CH:11]=[C:12]2[CH2:13][CH2:14][NH:15][C:16](=[O:18])[CH3:17])=[CH:8][CH:7]=1)=[O:4].[Br:21]N1C(=O)CCC1=O.[OH-].[Na+]>C(O)(=O)C.CO.C(Cl)(Cl)Cl>[CH3:1][O:2][C:3](=[O:4])[NH:5][C:6]1[CH:20]=[C:19]2[C:9](=[CH:8][CH:7]=1)[NH:10][C:11]([Br:21])=[C:12]2[CH2:13][CH2:14][NH:15][C:16](=[O:18])[CH3:17] |f:2.3,5.6|. Reported procedure: A solution of 5-methoxycarbonylamino-N-acetyltryptamine (0.05 mmol) in acetic acid (0.5 mL) is treated with N-bromosuccinimide (0.05 mmol) 3.5 h at 25° C. The solution is next neutralized with 50% sodium hydroxide solution and extracted with ethyl acetate. The organic extract is evaporated and the purified product obtained following chromatography on silica gel with 2% methanol-chloroform as eluent. The reactants are CC(=O)NC(C)C(=O)O, C1CCOC1, CCOC(C)=O, CN(C)c1ccncc1, c1ccncc1. Product: CCOC(=O)C(=O)C(C)NC(C)=O. As a reaction SMILES: [C:1]([CH3:2])(=[O:3])[NH:4][CH:5]([CH3:6])[C:7](=[O:8])[OH:9].[CH2:22]1[O:23][CH2:24][CH2:25][CH2:26]1.[CH3:16][CH2:17][O:18][C:19]([CH3:20])=[O:21].[CH3:27][N:28]([CH3:29])[c:30]1[cH:31][cH:32][n:33][cH:34][cH:35]1.[cH:10]1[cH:11][cH:12][n:13][cH:14][cH:15]1>>[C:1]([CH3:2])(=[O:3])[NH:4][CH:5]([CH3:6])[C:7](=[O:9])[C:19]([O:18][CH2:17][CH3:16])=[O:21]. The reactants are [N+](=O)([O-])C1=CC=C(C=C1)OC([C@H]1N(CCC1)C([C@@H](NC(=O)OCC1=CC=CC=C1)C(C(O)=O)CC1=CC=CC=C1)=O)=O (N-carbobenzoxy-β-benzyl-L-aspartyl-L-proline p-nitrophenyl ester), Cl.N[C@@H](CCCNC(N)=N)C(=O)O (Arginine hydrochloride), O.ON1N=NC2=C1C=CC=C2 (1-hydroxybenzotriazole hydrate), C(C)(C)N(CC)C(C)C (diisopropylethylamine), C(C)(C)N(CC)C(C)C (diisopropylethylamine). Run in CN(C=O)C (dimethylformamide), O (water), CN(C=O)C (dimethylformamide). The product is C(=O)(OCC1=CC=CC=C1)N[C@@H](CC(OCC1=CC=CC=C1)=O)C(=O)N1[C@H](C(=O)N[C@@H](CCCNC(N)=N)C(=O)O)CCC1 (N-Carbobenzoxy-O-Benzyl-L-Aspartyl-L-Prolyl-L-Arginine). Reaction SMILES: Cl.[NH2:2][C@H:3]([C:11]([OH:13])=[O:12])[CH2:4][CH2:5][CH2:6][NH:7][C:8](=[NH:10])[NH2:9].O.ON1[C:20]2[CH:21]=[CH:22][CH:23]=[CH:24][C:19]=2N=N1.[CH:25](N(C(C)C)CC)(C)C.[N+](C1C=CC(O[C:44](=[O:75])[C@@H:45]2[CH2:49][CH2:48][CH2:47][N:46]2[C:50](=[O:74])[C@H:51]([CH:63](CC2C=CC=CC=2)[C:64](=[O:66])[OH:65])[NH:52][C:53]([O:55][CH2:56][C:57]2[CH:62]=[CH:61][CH:60]=[CH:59][CH:58]=2)=[O:54])=CC=1)([O-])=O>O.CN(C)C=O>[C:53]([NH:52][C@H:51]([C:50]([N:46]1[CH2:47][CH2:48][CH2:49][C@H:45]1[C:44]([NH:2][C@H:3]([C:11]([OH:13])=[O:12])[CH2:4][CH2:5][CH2:6][NH:7][C:8](=[NH:9])[NH2:10])=[O:75])=[O:74])[CH2:63][C:64](=[O:66])[O:65][CH2:25][C:19]1[CH:24]=[CH:23][CH:22]=[CH:21][CH:20]=1)([O:55][CH2:56][C:57]1[CH:62]=[CH:61][CH:60]=[CH:59][CH:58]=1)=[O:54] |f:0.1,2.3|. Reported procedure: Arginine hydrochloride (2.3 Kg) and 1-hydroxybenzotriazole hydrate (1.5 Kg) are dissolved in a mixture of distilled water (5-6 L) and dimethylformamide (10-12 L). The pH of the solution is adjusted to 7.0-7.5 by addition of diisopropylethylamine. N-carbobenzoxy-β-benzyl-L-aspartyl-L-proline p-nitrophenyl ester (5.8 Kg) is dissolved in dimethylformamide (5-10 L) and added, maintaining the pH of solution at 7.0-7.5 with diisopropylethylamine. The solution is stirred at 20°-30° C. until the pH rema...